Dataset: the Open Reaction Database (ORD), a public repository of structured organic reaction records. Task: describe an organic reaction: reactants, conditions, products, and yield The reactants are Cl.Cl.C1(CC1)C1=NC=C(C=N1)OC1=CC=C(CCN)C=C1 ({4-[(2-cyclopropylpyrimidin-5-yl)oxy]benzyl}methylamine dihydrochloride), CN1CCCC1=O (NMP), C1CCOC1 (THF). Product: CCN(C(C)C)C(C)C (DIPEA). RXN SMILES: Cl.Cl.[CH:3]1([C:6]2[N:11]=[CH:10][C:9](OC3C=CC(CCN)=CC=3)=CN=2)CC1.[CH2:22]1[CH2:26]OC[CH2:23]1.[CH3:27]N1C(=O)CCC1>>[CH3:9][CH2:10][N:11]([CH:22]([CH3:26])[CH3:23])[CH:6]([CH3:3])[CH3:27] |f:0.1.2|. Procedure: Crude {4-[(2-cyclopropylpyrimidin-5-yl)oxy]benzyl}methylamine dihydrochloride (0.115 g, 0.35 mmol) was dissolved in NMP (2.0 mL), THF (2.0 mL) and DIPEA (0.30 mL, 1.8 mmol) to form a yellow solution. (4S)-(4-Cyclopropyl-2,5-dioxoimidazolidin-4-yl)methanesulfonyl chloride (WO 2006/065215; 0.070 g, 0.28 mmol) was added portionwise during 5 minutes and the reaction mixture was stirred for 1 hour. The solvent was removed by evaporation and the residue was diluted with water and extracted twice with ... Reactants: CO (methanol), C(C)(=O)O (acetic acid), [C-]#N.[Na+] (sodium cyanide), ClC=1C(=CC2=C(OCO2)C1)CN1C(=NC(=C1C=O)SCC1=CC=C(C=C1)OC)C1=CC=CC=C1 (1-((6-chloro-1,3-benzodioxol-5-yl) methyl)-4-(((4-methoxyphenyl) methyl) thio)-2-phenyl-1H-imidazole-5-carboxaldehyde). The reagents and catalysts are [O-2].[Mn+2] (manganese oxide). Run in C(Cl)Cl (methylene chloride). Reaction conditions: time 96 hour. Yields the product ClC=1C(=CC2=C(OCO2)C1)CN1C(=NC(=C1C(=O)OC)SCC1=CC=C(C=C1)OC)C1=CC=CC=C1 (methyl 1-((6-chloro-1,3-benzodioxol-5-yl) methyl)-4-(((4-methoxyphenyl) methyl) thio)-2-phenyl-1H-imidazole-5-carboxylate). As a reaction SMILES: CO.[C:3](O)(=[O:5])C.[C-]#N.[Na+].[Cl:10][C:11]1[C:12]([CH2:20][N:21]2[C:25]([CH:26]=[O:27])=[C:24]([S:28][CH2:29][C:30]3[CH:35]=[CH:34][C:33]([O:36][CH3:37])=[CH:32][CH:31]=3)[N:23]=[C:22]2[C:38]2[CH:43]=[CH:42][CH:41]=[CH:40][CH:39]=2)=[CH:13][C:14]2[O:18][CH2:17][O:16][C:15]=2[CH:19]=1>C(Cl)Cl.[O-2].[Mn+2]>[Cl:10][C:11]1[C:12]([CH2:20][N:21]2[C:25]([C:26]([O:5][CH3:3])=[O:27])=[C:24]([S:28][CH2:29][C:30]3[CH:35]=[CH:34][C:33]([O:36][CH3:37])=[CH:32][CH:31]=3)[N:23]=[C:22]2[C:38]2[CH:43]=[CH:42][CH:41]=[CH:40][CH:39]=2)=[CH:13][C:14]2[O:18][CH2:17][O:16][C:15]=2[CH:19]=1 |f:2.3,6.7|. Procedure: 30 ml of methanol, 120 ul of acetic acid, 2.25 g of manganese oxide and 300 mg of sodium cyanide are added respectively to a solution of 600 mg of the product of Example 7 in methylene chloride. The reaction medium is left under agitation at ambient temperature for 96 hours, followed by filtering, washing with ethyl acetate and evaporating. 410 mg of expected product is obtained M.p.=158° C.